describe an organic reaction: reactants, conditions, products, and yield From a dataset of the Open Reaction Database (ORD), a public repository of structured organic reaction records. Starting materials: COC(CC1=CC=C(C=C1)O)=O (4-hydroxyphenylacetic acid methyl ester), C([O-])([O-])=O.[K+].[K+] (potassium carbonate), Cl.ClCC1=NC=CC=C1 (2-chloromethylpyridine hydrochloride), O (water). Solvent: CN(C)C=O (DMF). Run at temperature 50 celsius, time 24 hour. The product is COC(CC1=CC=C(C=C1)OCC1=NC=CC=C1)=O (4-(2-pyridylmethoxy)phenylacetic acid methyl ester). The yield is 73.8%. Reaction SMILES: [CH3:1][O:2][C:3](=[O:12])[CH2:4][C:5]1[CH:10]=[CH:9][C:8]([OH:11])=[CH:7][CH:6]=1.C(=O)([O-])[O-].[K+].[K+].Cl.Cl[CH2:21][C:22]1[CH:27]=[CH:26][CH:25]=[CH:24][N:23]=1.O>CN(C=O)C>[CH3:1][O:2][C:3](=[O:12])[CH2:4][C:5]1[CH:10]=[CH:9][C:8]([O:11][CH2:21][C:22]2[CH:27]=[CH:26][CH:25]=[CH:24][N:23]=2)=[CH:7][CH:6]=1 |f:1.2.3,4.5|. Procedure details: To a solution of 4-hydroxyphenylacetic acid methyl ester (8.4 g; 50 mmol) in DMF (100 ml)were added potassium carbonate (14.0g; 100 mmol) and 2-chloromethylpyridine hydrochloride (8.2 g; 50 mmol), and the resulting mixture was stirred at 50° C. for 24 h. The mixture was then poured into water, extracted with ethyl acetate, the acetate layer was washed with water, brine and concentrated in vacuo. The residue was purified on silica gel column (hexane-ethyl acetate 1:1) to provide 9.5 g of 4-(2-pyr... Reactants: C(C)OC(CC(=O)OCC)OCC (ethyl 3,3-diethoxypropionate), C(C1=CC=CC=C1)O (benzyl alcohol), C1=CC=CC=C1 (benzene). Reagents/catalysts: O.C1(=CC=C(C=C1)S(=O)(=O)O)C (p-toluenesulfonic acid monohydrate). Solvent: hexanes, hexanes, CCOCC (ether). The product is C(C1=CC=CC=C1)OC(CC(=O)OCC)OCC1=CC=CC=C1 (Ethyl 3,3-dibenzyloxypropionate). The yield is 99.5%. As a reaction SMILES: [CH2:1]([O:3][CH:4]([O:11][CH2:12][CH3:13])[CH2:5][C:6]([O:8][CH2:9][CH3:10])=[O:7])[CH3:2].C(O)[C:15]1[CH:20]=[CH:19][CH:18]=[CH:17]C=1.[CH:22]1[CH:27]=[CH:26]C=[CH:24][CH:23]=1>CCOCC.O.C1(C)C=CC(S(O)(=O)=O)=CC=1>[CH2:12]([O:11][CH:4]([O:3][CH2:1][C:2]1[CH:17]=[CH:18][CH:19]=[CH:20][CH:15]=1)[CH2:5][C:6]([O:8][CH2:9][CH3:10])=[O:7])[C:13]1[CH:26]=[CH:27][CH:22]=[CH:23][CH:24]=1 |f:4.5|. Procedure: To a 1000 mL round-bottomed flask was added ethyl 3,3-diethoxypropionate (20.0 g, 0.1051 mole), benzyl alcohol (22.7 g, 0.2102 mole), p-toluenesulfonic acid monohydrate (0.5 g, 0.0026 mole) and benzene (800 mL). The reaction can also be carried out in hexanes Heating the mixture at 80° C., the solvent was distilled from the reaction mixture in a 3.5 hour period monitored by 300 MHz NMR. The reaction can be carried out in hexanes. The resulting residue was dissolved in ether (@300 mL) and washed ... The reactants are CC(Nc1c(-c2c(F)cc(F)cc2F)c(Br)nc2ncnn12)C(F)(F)F, CN(C)CCCO, CS(C)=O, [H-], [Na+], O. Yields the product CC(Nc1c(-c2c(F)cc(OCCCN(C)C)cc2F)c(Br)nc2ncnn12)C(F)(F)F. As a reaction SMILES: [Br:1][c:2]1[n:3][c:4]2[n:5]([c:6]([NH:17][CH:18]([C:19]([F:20])([F:21])[F:22])[CH3:23])[c:7]1-[c:8]1[c:9]([F:16])[cH:10][c:11]([F:15])[cH:12][c:13]1[F:14])[n:24][cH:25][n:26]2.[CH3:27][N:28]([CH2:29][CH2:30][CH2:31][OH:32])[CH3:33].[CH3:37][S:38]([CH3:39])=[O:40].[H-:34].[Na+:35].[OH2:36]>>[Br:1][c:2]1[n:3][c:4]2[n:5]([c:6]([NH:17][CH:18]([C:19]([F:20])([F:21])[F:22])[CH3:23])[c:7]1-[c:8]1[c:9]([F:16])[cH:10][c:11]([O:32][CH2:31][CH2:30][CH2:29][N:28]([CH3:27])[CH3:33])[cH:12][c:13]1[F:14])[n:24][cH:25][n:26]2.